Dataset: the Open Reaction Database (ORD), a public repository of structured organic reaction records. Task: describe an organic reaction: reactants, conditions, products, and yield Reactants: C(C=C)#N (Acrylonitrile), C(C)(=O)[O-].[Na+] (sodium acetate), Cl (HCl), C(CCC)C1=CC=C(N)C=C1 (4-n-butylaniline), N(=O)[O-].[Na+] (Sodium nitrite), CuCl2. Run in O (H2O), O (water), CC(=O)C (acetone), O (water). Conditions: temperature 10 celsius, time 3 hour. The product is ClC(C#N)CC1=CC=C(C=C1)CCCC (α-Chloro-β-p-n-butylphenylpropionitrile). Isolated yield 50.0%. RXN SMILES: [CH2:1]([C:5]1[CH:11]=[CH:10][C:8](N)=[CH:7][CH:6]=1)[CH2:2][CH2:3][CH3:4].[ClH:12].N([O-])=O.[Na+].C([O-])(=O)C.[Na+].[C:22](#[N:25])[CH:23]=[CH2:24]>CC(C)=O.O>[Cl:12][CH:23]([CH2:24][C:8]1[CH:10]=[CH:11][C:5]([CH2:1][CH2:2][CH2:3][CH3:4])=[CH:6][CH:7]=1)[C:22]#[N:25] |f:2.3,4.5|. Procedure details: One and a half moles (237 mL) of 4-n-butylaniline was dissolved in acetone (1500 mL). The solution was cooled to 10° C. and water (150 mL) and concentrated aqueous HCl (300 mL) were added. Sodium nitrite (69.0 g, 1.73 moles) in water (200 mL) was added dropwise to the cooled solution. The solution was adjusted to pH 4 by addition of solid sodium acetate. Acrylonitrile (148 mL, 2.25 moles) was added, followed by CuCl2 ·2H2O (38.4 g) in 50 mL H2O. The reaction mixture was heated to 40° C. and was ...